This data is from the Open Reaction Database (ORD), a public repository of structured organic reaction records. The task is: describe an organic reaction: reactants, conditions, products, and yield Starting materials: COC(CN1C(=NC=C(C1=O)C(=O)OCC)C=1SC=CC1)OC (ethyl 1-(2,2-dimethoxyethyl)-2-(2-thienyl)pyrimidin-6(1H)-one-5-carboxylate), [I-].[Li+] (lithium iodide). Solvent: N1=CC=CC=C1 (pyridine). Run at temperature 110 celsius. Yields the product COC(CN1C(=NC=C(C1=O)C(=O)O)C=1SC=CC1)OC (1-(2,2-dimethoxyethyl)-2-(2-thienyl)pyrimidin-6(1H)-one-5-carboxylic acid). RXN SMILES: [CH3:1][O:2][CH:3]([O:22][CH3:23])[CH2:4][N:5]1[C:10](=[O:11])[C:9]([C:12]([O:14]CC)=[O:13])=[CH:8][N:7]=[C:6]1[C:17]1[S:18][CH:19]=[CH:20][CH:21]=1.[I-].[Li+]>N1C=CC=CC=1>[CH3:23][O:22][CH:3]([O:2][CH3:1])[CH2:4][N:5]1[C:10](=[O:11])[C:9]([C:12]([OH:14])=[O:13])=[CH:8][N:7]=[C:6]1[C:17]1[S:18][CH:19]=[CH:20][CH:21]=1 |f:1.2|. Procedure details: To a solution of ethyl 1-(2,2-dimethoxyethyl)-2-(2-thienyl)pyrimidin-6(1H)-one-5-carboxylate in pyridine (33 mL) was added lithium iodide (3.32 g) and the resulting mixture was heated at 110° C. overnight. The pyridine was evaporated and residual traces of pyridine were removed by evaporation with toluene. The residue was dissolved in 1N hydrochloric acid and the product was extracted into ethyl acetate. The solution was dried and evaporated to give an oil which crystallized from ether to provid...